From a dataset of the Open Reaction Database (ORD), a public repository of structured organic reaction records. describe an organic reaction: reactants, conditions, products, and yield Reactants: [Br-], CC(C)C(C)BC(C)C(C)C, C#CC(CCCCCC)OC(c1ccccc1)(c1ccccc1)c1ccccc1. Product: CCCCCCC(C=CBr)OC(c1ccccc1)(c1ccccc1)c1ccccc1. RXN SMILES: [Br-:41].[CH:30]([BH:31][CH:32]([CH:33]([CH3:34])[CH3:35])[CH3:36])([CH:37]([CH3:38])[CH3:39])[CH3:40].[c:1]1([C:7]([O:8][CH:9]([C:10]#[CH:11])[CH2:12][CH2:13][CH2:14][CH2:15][CH2:16][CH3:17])([c:18]2[cH:19][cH:20][cH:21][cH:22][cH:23]2)[c:24]2[cH:25][cH:26][cH:27][cH:28][cH:29]2)[cH:2][cH:3][cH:4][cH:5][cH:6]1>>[c:1]1([C:7]([O:8][CH:9]([CH:10]=[CH:11][Br:41])[CH2:12][CH2:13][CH2:14][CH2:15][CH2:16][CH3:17])([c:18]2[cH:19][cH:20][cH:21][cH:22][cH:23]2)[c:24]2[cH:25][cH:26][cH:27][cH:28][cH:29]2)[cH:2][cH:3][cH:4][cH:5][cH:6]1. Starting materials: BrCC(C(C)(C)C1=CC(=C(C=C1)F)OC)=O (1-bromo-3-(4-fluoro-3-methoxyphenyl)-3-methylbutan-2-one), [N-]=[N+]=[N-].[Na+] (NaN3). Solvent: O (water), CN(C)C=O (DMF). Yields the product N(=[N+]=[N-])CC(C(C)(C)C1=CC(=C(C=C1)F)OC)=O (1-azido-3-(4-fluoro-3-methoxyphenyl)-3-methylbutan-2-one). Isolated yield 90.0%. Reaction SMILES: Br[CH2:2][C:3](=[O:16])[C:4]([C:7]1[CH:12]=[CH:11][C:10]([F:13])=[C:9]([O:14][CH3:15])[CH:8]=1)([CH3:6])[CH3:5].[N-:17]=[N+:18]=[N-:19].[Na+]>CN(C=O)C.O>[N:17]([CH2:2][C:3](=[O:16])[C:4]([C:7]1[CH:12]=[CH:11][C:10]([F:13])=[C:9]([O:14][CH3:15])[CH:8]=1)([CH3:6])[CH3:5])=[N+:18]=[N-:19] |f:1.2|. Reported procedure: To a solution of 1-bromo-3-(4-fluoro-3-methoxyphenyl)-3-methylbutan-2-one (125.4 g, 0.44 mol) in DMF (500 mL) was added NaN3 (37.2 g, 0.572 mol) at 0° C., and the mixture was warmed to room temperature over 3 h with stirring. The reaction mixture was diluted with water (2 L) and extracted with EtOAc (1 L×2). Combined extracts were washed with brine, dried over MgSO4, and concentrated to give 1-azido-3-(4-fluoro-3-methoxyphenyl)-3-methylbutan-2-one (99.5 g), which was used in the next step withou... Reactants: CC#N, I[Cu]I, O=S(=O)(c1ccc(N2CCOCC2)nc1)N1CCC2=Cc3c(cnn3-c3ccc(F)cc3)CC2(CO)C1, O=C(O)C(F)(F)S(=O)(=O)F. Yields the product O=S(=O)(c1ccc(N2CCOCC2)nc1)N1CCC2=Cc3c(cnn3-c3ccc(F)cc3)CC2(COC(F)F)C1. As a reaction SMILES: [CH3:51][C:52]#[N:53].[Cu:48]([I:49])[I:50].[F:1][c:2]1[cH:3][cH:4][c:5](-[n:8]2[n:9][cH:10][c:11]3[c:12]2[CH:13]=[C:14]2[CH2:15][CH2:16][N:17]([S:23](=[O:24])(=[O:25])[c:26]4[cH:27][n:28][c:29]([N:32]5[CH2:33][CH2:34][O:35][CH2:36][CH2:37]5)[cH:30][cH:31]4)[CH2:18][C:19]2([CH2:21][OH:22])[CH2:20]3)[cH:6][cH:7]1.[F:38][S:39]([C:42]([C:40]([OH:41])=[O:43])([F:46])[F:47])(=[O:44])=[O:45]>>[F:1][c:2]1[cH:3][cH:4][c:5](-[n:8]2[n:9][cH:10][c:11]3[c:12]2[CH:13]=[C:14]2[CH2:15][CH2:16][N:17]([S:23](=[O:24])(=[O:25])[c:26]4[cH:27][n:28][c:29]([N:32]5[CH2:33][CH2:34][O:35][CH2:36][CH2:37]5)[cH:30][cH:31]4)[CH2:18][C:19]2([CH2:21][O:22][CH:42]([F:46])[F:47])[CH2:20]3)[cH:6][cH:7]1. Starting materials: CCOC(=O)CCCCN1CCOc2c(cccc2-c2noc(-c3ccc(OC(C)C)c(C#N)c3)n2)C1, CCO, [Na+], [OH-]. Yields the product CC(C)Oc1ccc(-c2nc(-c3cccc4c3OCCN(CCCCC(=O)O)C4)no2)cc1C#N. RXN SMILES: [C:3](#[N:4])[c:5]1[cH:6][c:7](-[c:15]2[n:16][c:17](-[c:20]3[cH:21][cH:22][cH:23][c:24]4[c:30]3[O:29][CH2:28][CH2:27][N:26]([CH2:31][CH2:32][CH2:33][CH2:34][C:35](=[O:36])[O:37][CH2:38][CH3:39])[CH2:25]4)[n:18][o:19]2)[cH:8][cH:9][c:10]1[O:11][CH:12]([CH3:13])[CH3:14].[CH3:40][CH2:41][OH:42].[Na+:2].[OH-:1]>>[C:3](#[N:4])[c:5]1[cH:6][c:7](-[c:15]2[n:16][c:17](-[c:20]3[cH:21][cH:22][cH:23][c:24]4[c:30]3[O:29][CH2:28][CH2:27][N:26]([CH2:31][CH2:32][CH2:33][CH2:34][C:35](=[O:36])[OH:37])[CH2:25]4)[n:18][o:19]2)[cH:8][cH:9][c:10]1[O:11][CH:12]([CH3:13])[CH3:14]. The reactants are CC(=O)O, [H][H], [K+], O=N[O-], O=N[O-], NC(C(=O)O)c1ccc2c(c1)CCO2, [Na+], [OH]. The product is O=C(O)C(O)c1ccc2c(c1)CCO2. As a reaction SMILES: [CH3:26][C:27](=[O:28])[OH:29].[H:2][H:3].[K+:25].[N:18](=[O:19])[O-:20].[N:22]([O-:23])=[O:24].[NH2:4][CH:5]([C:6](=[O:7])[OH:8])[c:9]1[cH:10][cH:11][c:12]2[c:13]([cH:17]1)[CH2:14][CH2:15][O:16]2.[Na+:21].[OH:1]>>[CH:5]([C:6](=[O:7])[OH:8])([c:9]1[cH:10][cH:11][c:12]2[c:13]([cH:17]1)[CH2:14][CH2:15][O:16]2)[OH:19].